This data is from the Open Reaction Database (ORD), a public repository of structured organic reaction records. The task is: describe an organic reaction: reactants, conditions, products, and yield Starting materials: COCCCn1c(C2CCCN(C(=O)CC(Cc3ccc(Br)cc3)NC(=O)OC(C)(C)C)C2)nc2c(Cl)cccc21, O=C([O-])[O-], [Na+], [Na+], C1COCCO1, O, OB(O)c1ccccc1. Product: COCCCn1c(C2CCCN(C(=O)CC(Cc3ccc(-c4ccccc4)cc3)NC(=O)OC(C)(C)C)C2)nc2c(Cl)cccc21. Reaction SMILES: [Br:1][c:2]1[cH:3][cH:4][c:5]([CH2:8][CH:9]([CH2:10][C:11](=[O:12])[N:13]2[CH2:14][CH:15]([c:19]3[n:20][c:21]4[c:22]([n:23]3[CH2:24][CH2:25][CH2:26][O:27][CH3:28])[cH:29][cH:30][cH:31][c:32]4[Cl:33])[CH2:16][CH2:17][CH2:18]2)[NH:34][C:35]([O:36][C:37]([CH3:38])([CH3:39])[CH3:40])=[O:41])[cH:6][cH:7]1.[C:57](=[O:58])([O-:59])[O-:60].[Na+:61].[Na+:62].[O:51]1[CH2:52][CH2:53][O:54][CH2:55][CH2:56]1.[OH2:63].[OH:42][B:43]([OH:44])[c:45]1[cH:46][cH:47][cH:48][cH:49][cH:50]1>>[c:2]1(-[c:45]2[cH:46][cH:47][cH:48][cH:49][cH:50]2)[cH:3][cH:4][c:5]([CH2:8][CH:9]([CH2:10][C:11](=[O:12])[N:13]2[CH2:14][CH:15]([c:19]3[n:20][c:21]4[c:22]([n:23]3[CH2:24][CH2:25][CH2:26][O:27][CH3:28])[cH:29][cH:30][cH:31][c:32]4[Cl:33])[CH2:16][CH2:17][CH2:18]2)[NH:34][C:35]([O:36][C:37]([CH3:38])([CH3:39])[CH3:40])=[O:41])[cH:6][cH:7]1. Yields the product COC1=C(C(=CC(=C1)OC)OC)CCCC1=C(C=C(C=C1)O)O (4-(3-(2,4,6-trimethoxyphenyl)propyl)benzene-1,3-diol). Reported procedure: Compound 31 was synthesized following a similar procedure as described for compound 28 above using as starting materials 2,4-dibenzyloxyacetophenone and 2,4,6-trimethoxybenzaldehyde. 1H-NMR (MeOD, 500 MHz): δ 6.822 (d, 1H, J=8.0 Hz), 6.250 (d, 1H, J=2.5 Hz), 6.197 (dd, 1H, J=2.5 & 8.0 Hz), 6.165 (s, 2H), 3.768 (s, 3H), 3.764 (s, 6H), 2.562 (t, 2H, J=7.5 Hz), 2.461 (t, 2H, J=7.5 Hz), 1.617-1.653 (m, 2H). 13C-NMR (MeOD, 125 MHz): δ 159.273 (C), 158.729 (2C), 155.556 (C), 155.449 (C), 129.655 (2CH)... The reactants are COC=1C=C(C=C(C1)OC)CCCC1=C(C=C(C=C1)O)O (4-(3-(3,5-dimethoxyphenyl)propyl)benzene-1,3-diol), 2,4-dibenzyloxyacetophenone, COC1=C(C=O)C(=CC(=C1)OC)OC (2,4,6-trimethoxybenzaldehyde). RXN SMILES: COC1C=C(C[CH2:12][CH2:13][C:14]2[CH:19]=[CH:18][C:17]([OH:20])=[CH:16][C:15]=2[OH:21])C=C(OC)C=1.[CH3:22][O:23][C:24]1[CH:31]=[C:30]([O:32][CH3:33])[CH:29]=[C:28]([O:34][CH3:35])[C:25]=1[CH:26]=O>>[CH3:22][O:23][C:24]1[CH:31]=[C:30]([O:32][CH3:33])[CH:29]=[C:28]([O:34][CH3:35])[C:25]=1[CH2:26][CH2:12][CH2:13][C:14]1[CH:19]=[CH:18][C:17]([OH:20])=[CH:16][C:15]=1[OH:21]. The reactants are [OH-].[Na+] (sodium hydroxide), C(C)OC(=O)CNC(NC1=CC=2CC3=C(NC(C=4N3C=CN4)=O)C2C=C1)=O (8-(3-ethoxycarbonylmethylureido)-5H,10H-imidazo[1,2-a]indeno[1,2-e]pyrazine-4-one). Solvent: C(C)O (ethanol). Reaction conditions: temperature 20 celsius, time 18 hour. Yields the product O.O.C(=O)(O)CNC(NC1=CC=2CC3=C(NC(C=4N3C=CN4)=O)C2C=C1)=O (8-(3-carboxymethylureido)-5H,10H-imidazo[1,2-a]indeno[1,2-e]pyrazine-4-one dihydrate). RXN SMILES: [OH-:1].[Na+].C([O:5][C:6]([CH2:8][NH:9][C:10](=[O:29])[NH:11][C:12]1[CH:28]=[CH:27][C:26]2[C:17]3[NH:18][C:19](=[O:25])[C:20]4[N:21]([CH:22]=[CH:23][N:24]=4)[C:16]=3[CH2:15][C:14]=2[CH:13]=1)=[O:7])C>C(O)C>[OH2:5].[OH2:1].[C:6]([CH2:8][NH:9][C:10](=[O:29])[NH:11][C:12]1[CH:28]=[CH:27][C:26]2[C:17]3[NH:18][C:19](=[O:25])[C:20]4[N:21]([CH:22]=[CH:23][N:24]=4)[C:16]=3[CH2:15][C:14]=2[CH:13]=1)([OH:7])=[O:5] |f:0.1,4.5.6|. Reported procedure: 20 ml of 30% sodium hydroxide solution are added, at a temperature in the region of 20° C., to 1 g of 8-(3-ethoxycarbonylmethylureido)-5H,10H-imidazo[1,2-a]indeno[1,2-e]pyrazine-4-one in suspension in 40 ml of ethanol. The reaction is continued for 18 hours at 50° C. After cooling to a temperature in the region of 20° C., the precipitate formed is filtered, then taken up in 20 ml of distilled water and the mixture is acidified using concentrated hydrochloric acid. The suspension is stirred for 2... Yields the product CC(=O)SC1CCCN(Cc2ccc(Oc3ccccc3)cc2)C1=O. As a reaction SMILES: [C:27]([CH3:28])(=[S:29])[O-:30].[CH3:1][S:2]([O:3][CH:6]1[C:7](=[O:26])[N:8]([CH2:12][c:13]2[cH:14][cH:15][c:16]([O:19][c:20]3[cH:21][cH:22][cH:23][cH:24][cH:25]3)[cH:17][cH:18]2)[CH2:9][CH2:10][CH2:11]1)(=[O:4])=[O:5].[CH3:32][N:33]([CH3:34])[CH:35]=[O:36].[CH3:37][CH2:38][O:39][C:40](=[O:41])[CH3:42].[K+:31]>>[CH:6]1([S:29][C:27]([CH3:28])=[O:30])[C:7](=[O:26])[N:8]([CH2:12][c:13]2[cH:14][cH:15][c:16]([O:19][c:20]3[cH:21][cH:22][cH:23][cH:24][cH:25]3)[cH:17][cH:18]2)[CH2:9][CH2:10][CH2:11]1. The reactants are CC([O-])=S, CS(=O)(=O)OC1CCCN(Cc2ccc(Oc3ccccc3)cc2)C1=O, CN(C)C=O, CCOC(C)=O, [K+]. The reactants are [BH4-], CCOCC, CCOC(=O)C(Cc1cccc(OC(F)(F)C(F)F)c1)C(=O)c1ccc(S(C)(=O)=O)cc1, Cl, [Na+]. Product: CCOC(=O)C(Cc1cccc(OC(F)(F)C(F)F)c1)C(O)c1ccc(S(C)(=O)=O)cc1. Reaction SMILES: [BH4-:1].[CH3:36][CH2:37][O:38][CH2:39][CH3:40].[CH3:3][S:4](=[O:5])(=[O:6])[c:7]1[cH:8][cH:9][c:10]([C:13]([CH:14]([C:15](=[O:16])[O:17][CH2:18][CH3:19])[CH2:20][c:21]2[cH:22][c:23]([O:27][C:28]([CH:29]([F:30])[F:31])([F:32])[F:33])[cH:24][cH:25][cH:26]2)=[O:34])[cH:11][cH:12]1.[ClH:35].[Na+:2]>>[CH3:3][S:4](=[O:5])(=[O:6])[c:7]1[cH:8][cH:9][c:10]([CH:13]([CH:14]([C:15](=[O:16])[O:17][CH2:18][CH3:19])[CH2:20][c:21]2[cH:22][c:23]([O:27][C:28]([CH:29]([F:30])[F:31])([F:32])[F:33])[cH:24][cH:25][cH:26]2)[OH:34])[cH:11][cH:12]1. Starting materials: C(#N)NC(OC1=CC=CC=C1)=NC1=CC=C(C=C1)N1CCOCC1 (N-cyano-N′-(4-morpholinopheny)-O-phenylisourea), CN1CCN(CC1)C1=NC=CC(=N1)NN ([2-(4-Methyl-piperazin-1-yl)-pyrimidin-4-yl]-hydrazine). Run in CN1C(CCC1)=O (N-methylpyrrolidinone). Reaction conditions: temperature 220 celsius. Yields the product CN1CCN(CC1)C1=NC=CC(=N1)N1N=C(N=C1N)NC1=CC=C(C=C1)N1CCOCC1 (1-[2-(4-Methyl-piperazin-1-yl)-pyrimidin-4-yl]-N3-(4-morpholin-4-yl-phenyl)-1H-[1,2,4]triazole-3,5-diamine). The yield is 66.5%. RXN SMILES: [C:1]([NH:3][C:4](=[N:12][C:13]1[CH:18]=[CH:17][C:16]([N:19]2[CH2:24][CH2:23][O:22][CH2:21][CH2:20]2)=[CH:15][CH:14]=1)OC1C=CC=CC=1)#[N:2].[CH3:25][N:26]1[CH2:31][CH2:30][N:29]([C:32]2[N:37]=[C:36]([NH:38][NH2:39])[CH:35]=[CH:34][N:33]=2)[CH2:28][CH2:27]1>CN1CCCC1=O>[CH3:25][N:26]1[CH2:31][CH2:30][N:29]([C:32]2[N:37]=[C:36]([N:38]3[C:1]([NH2:2])=[N:3][C:4]([NH:12][C:13]4[CH:14]=[CH:15][C:16]([N:19]5[CH2:20][CH2:21][O:22][CH2:23][CH2:24]5)=[CH:17][CH:18]=4)=[N:39]3)[CH:35]=[CH:34][N:33]=2)[CH2:28][CH2:27]1. Procedure details: A mixture of N-cyano-N′-(4-morpholinopheny)-O-phenylisourea (0.10 g, 0.31 mmol) and [2-(4-Methyl-piperazin-1-yl)-pyrimidin-4-yl]-hydrazine (0.08 g, 0.34 mmol) in N-methylpyrrolidinone (3 mL) was heated in the microwave apparatus at 220° C. for 5 min. Purification by semi-preparative HPLC provided the title compound (0.09 g, 2% yield). Reactants: CC(C)(C)OC(=O)NCCOCCNC(=O)c1cccnc1, ClCCl, O=C(O)C(F)(F)F. Product: NCCOCCNC(=O)c1cccnc1, O=C(O)C(F)(F)F. As a reaction SMILES: [C:1]([c:2]1[cH:3][n:4][cH:5][cH:6][cH:7]1)(=[O:8])[NH:9][CH2:10][CH2:11][O:12][CH2:13][CH2:14][NH:15][C:16](=[O:17])[O:18][C:19]([CH3:20])([CH3:21])[CH3:22].[Cl:30][CH2:31][Cl:32].[F:23][C:24]([C:25](=[O:26])[OH:27])([F:28])[F:29]>>[C:1]([c:2]1[cH:3][n:4][cH:5][cH:6][cH:7]1)(=[O:8])[NH:9][CH2:10][CH2:11][O:12][CH2:13][CH2:14][NH2:15].[F:23][C:24]([C:25](=[O:26])[OH:27])([F:28])[F:29]. The reactants are BrC1=CN=C2N1C=CC(=N2)C(F)(F)F (3-Bromo-7-trifluoromethylimidazo[1,2-a]pyrimidine), CC1(OB(OC1(C)C)C=1C=C(C=CC1)C=1C(=CC=CC1)C#N)C (3′-(4,4,5,5-tetramethyl-[1,3,2]dioxaborolan-2-yl)biphenyl-2-carbonitrile). Yields the product FC(C1=NC=2N(C=C1)C(=CN2)C=2C=C(C=CC2)C=2C(=CC=CC2)C#N)(F)F (3′-(7-trifluoromethylimidazo[1,2-a]pyrimidin-3-yl)biphenyl-2-carbonitrile). Isolated yield 44.0%. Reaction SMILES: Br[C:2]1[N:6]2[CH:7]=[CH:8][C:9]([C:11]([F:14])([F:13])[F:12])=[N:10][C:5]2=[N:4][CH:3]=1.CC1(C)C(C)(C)OB([C:23]2[CH:24]=[C:25]([C:29]3[C:30]([C:35]#[N:36])=[CH:31][CH:32]=[CH:33][CH:34]=3)[CH:26]=[CH:27][CH:28]=2)O1>>[F:12][C:11]([F:14])([F:13])[C:9]1[CH:8]=[CH:7][N:6]2[C:2]([C:27]3[CH:26]=[C:25]([C:29]4[C:30]([C:35]#[N:36])=[CH:31][CH:32]=[CH:33][CH:34]=4)[CH:24]=[CH:23][CH:28]=3)=[CH:3][N:4]=[C:5]2[N:10]=1. Procedure details: 3-Bromo-7-trifluoromethylimidazo[1,2-a]pyrimidine (0.28 g, 1.04 mmol) was coupled with 3′-(4,4,5,5-tetramethyl-[1,3,2]dioxaborolan-2-yl)biphenyl-2-carbonitrile as described in Example 1 to give 3′-(7-trifluoromethylimidazo[1,2-a]pyrimidin-3-yl)biphenyl-2-carbonitrile (165 mg, 44%) as a yellow powder: δH (400 MHz, CDCl3) 7.29 (1H, d, J 7), 7.53 (1H, td, J 8 and 1), 7.59-7.68 (3H, m), 7.70-7.75 (2H, m), 7.80-7.85 (2H, m), 8.14 (1H, s), 9.20 (1H, d, J 7); m/z (ES+) 365 (M++H). Reactants: C[Si](C)(C)F, CCCC[N+](CCCC)(CCCC)CCCC, Cl, [F-], C[Si](C)(C)C(F)(F)F, C1CCOC1, O=C1CCCCC1, [SiH3]O[SiH3]. Yields the product OC1(C(F)(F)F)CCCCC1. Reaction SMILES: [CH3:1][Si:2]([CH3:3])([CH3:4])[F:5].[CH3:22][CH2:23][CH2:24][CH2:25][N+:26]([CH2:27][CH2:28][CH2:29][CH3:30])([CH2:31][CH2:32][CH2:33][CH3:34])[CH2:35][CH2:36][CH2:37][CH3:38].[ClH:39].[F-:21].[F:13][C:14]([F:15])([F:16])[Si:17]([CH3:18])([CH3:19])[CH3:20].[O:43]1[CH2:44][CH2:45][CH2:46][CH2:47]1.[O:6]=[C:7]1[CH2:8][CH2:9][CH2:10][CH2:11][CH2:12]1.[SiH3:40][O:41][SiH3:42]>>[OH:6][C:7]1([C:14]([F:13])([F:15])[F:16])[CH2:8][CH2:9][CH2:10][CH2:11][CH2:12]1.